Dataset: the Open Reaction Database (ORD), a public repository of structured organic reaction records. Task: describe an organic reaction: reactants, conditions, products, and yield The reactants are CCO, COC(=O)C1(c2ccccc2F)CCOCC1, [K+], [OH-], O. Yields the product O=C(O)C1(c2ccccc2F)CCOCC1. Reaction SMILES: [CH3:18][CH2:19][OH:20].[F:1][c:2]1[c:3]([C:8]2([C:14](=[O:15])[O:16][CH3:17])[CH2:9][CH2:10][O:11][CH2:12][CH2:13]2)[cH:4][cH:5][cH:6][cH:7]1.[K+:22].[OH-:21].[OH2:23]>>[F:1][c:2]1[c:3]([C:8]2([C:14](=[O:15])[OH:16])[CH2:9][CH2:10][O:11][CH2:12][CH2:13]2)[cH:4][cH:5][cH:6][cH:7]1. Starting materials: CC[Mg+].[Br-] (EtMgBr), O (water), C(C)(C)(C)OC(NCCN1C(=NC(=C1I)I)CCC)=O ([2-(4,5-diiodo-2-propyl-imidazol-1-yl)-ethyl]-carbamic acid tert-butyl ester), CCOCC (Ether), CC[Mg+].[Br-] (EtMgBr). Solvent: C1CCOC1 (THF), C1CCOC1 (THF), C1CCOC1 (THF). Product: C(C)(C)(C)OC(NCCN1C(=NC(=C1)I)CCC)=O ([2-(4-iodo-2-propyl-imidazol-1-yl)-ethyl]-carbamic acid tert-butyl ester). Reaction SMILES: [C:1]([O:5][C:6](=[O:20])[NH:7][CH2:8][CH2:9][N:10]1[C:14](I)=[C:13]([I:16])[N:12]=[C:11]1[CH2:17][CH2:18][CH3:19])([CH3:4])([CH3:3])[CH3:2].CC[Mg+].[Br-].O.CCOCC>C1COCC1>[C:1]([O:5][C:6](=[O:20])[NH:7][CH2:8][CH2:9][N:10]1[CH:14]=[C:13]([I:16])[N:12]=[C:11]1[CH2:17][CH2:18][CH3:19])([CH3:4])([CH3:3])[CH3:2] |f:1.2|. Procedure: A solution of [2-(4,5-diiodo-2-propyl-imidazol-1-yl)-ethyl]-carbamic acid tert-butyl ester (8.690 g; 17.204 mmol) in anhydrous THF (100 ml), under nitrogen, was cooled to −40° C., and a solution of 1M EtMgBr in THF (20.5 ml; 20.5 mmol; 1.2 eq.) was then added dropwise over 15 min. After addition, the resulting solution was stirred between −40° C. and −30° C. for 10 min. (conversion=55% according to LC-MS), and additional 1M EtMgBr in THF (13.9 ml; 13.9 mmol; 0.8 eq.) was added in order to comple... Starting materials: CCNCc1cc(Br)ccc1Oc1cc(CC(=O)OC)ccc1OC, CC(=O)Cl. Yields the product CCN(Cc1cc(Br)ccc1Oc1cc(CC(=O)OC)ccc1OC)C(C)=O. As a reaction SMILES: [CH3:1][O:2][C:3]([CH2:4][c:5]1[cH:6][c:7]([O:13][c:14]2[c:15]([CH2:21][NH:22][CH2:23][CH3:24])[cH:16][c:17]([Br:20])[cH:18][cH:19]2)[c:8]([O:11][CH3:12])[cH:9][cH:10]1)=[O:25].[CH3:26][C:27]([Cl:28])=[O:29]>>[CH3:1][O:2][C:3]([CH2:4][c:5]1[cH:6][c:7]([O:13][c:14]2[c:15]([CH2:21][N:22]([CH2:23][CH3:24])[C:27]([CH3:26])=[O:29])[cH:16][c:17]([Br:20])[cH:18][cH:19]2)[c:8]([O:11][CH3:12])[cH:9][cH:10]1)=[O:25]. Starting materials: CN (methylamine), ClC1=NC(=C2NC(=NC2=N1)CCC)C (2-Chloro-6-methyl-8-propylpurine), steel. The solvent is C(C)O (ethanol). Run at temperature 110 celsius. Product: CC1=C2NC(=NC2=NC(=N1)NC)CCC (6-Methyl-2-methylamino-8-propylpurine). As a reaction SMILES: Cl[C:2]1[N:10]=[C:9]2[C:5]([NH:6][C:7]([CH2:11][CH2:12][CH3:13])=[N:8]2)=[C:4]([CH3:14])[N:3]=1.[CH3:15][NH2:16]>C(O)C>[CH3:14][C:4]1[N:3]=[C:2]([NH:16][CH3:15])[N:10]=[C:9]2[C:5]=1[NH:6][C:7]([CH2:11][CH2:12][CH3:13])=[N:8]2. Procedure details: To a solution of 2-Chloro-6-methyl-8-propylpurine (from Step 1 of Example 32) (0.1 g, 0.47 mmol) in ethanol (2 ml) was added condensed methylamine (1 ml) at -20° C. The mixture was then placed in a steel-bomb and heated at 110° C. for 7 hours. The reaction was cooled and the mixture was concentrated in vacuo. The residue was partitioned between CHCl3 and water, and the organic layer was separated and dried over MgSO4. The crude product obtained after removal of the solvent was purified by flash-... Reactants: C(C)O (ethanol), O1C(CCC1)C(=O)N1CCNCC1 (N-(2-tetrahydrofuroyl)piperazine), NC1=NC(=NC2=CC(=C(C=C12)OC)OC)Cl (4-amino-2-chloro-6,7-dimethoxyquinazoline). Run in O (water). The product is COC=1C=C2C(=CC1OC)N=C(N=C2N)N3CCN(CC3)C(=O)C4CCCO4 (Terazosin). Yield: 101.5%. Reaction SMILES: C(O)C.[O:4]1[CH2:8][CH2:7][CH2:6][CH:5]1[C:9]([N:11]1[CH2:16][CH2:15][NH:14][CH2:13][CH2:12]1)=[O:10].[NH2:17][C:18]1[C:27]2[C:22](=[CH:23][C:24]([O:30][CH3:31])=[C:25]([O:28][CH3:29])[CH:26]=2)[N:21]=[C:20](Cl)[N:19]=1>O>[CH3:29][O:28][C:25]1[CH:26]=[C:27]2[C:18]([NH2:17])=[N:19][C:20]([N:14]3[CH2:13][CH2:12][N:11]([C:9]([CH:5]4[O:4][CH2:8][CH2:7][CH2:6]4)=[O:10])[CH2:16][CH2:15]3)=[N:21][C:22]2=[CH:23][C:24]=1[O:30][CH3:31]. Reported procedure: To a solution of absolute ethanol (272 ml), water (68 ml) and N-(2-tetrahydrofuroyl)piperazine (20 g) were added, while stirring, 4-amino-2-chloro-6,7-dimethoxyquinazoline (22.2 g). The reaction mixture was heated to reflux and the reflux was maintained for about 32 hours. Then the reaction mixture was cooled to room temperature and stirred at this temperature for about 48 hours. The crystals were collected by filtration, washed with absolute ethanol and dried in vacuo at 40° C. to yield 36.44 g...